Dataset: the Open Reaction Database (ORD), a public repository of structured organic reaction records. Task: describe an organic reaction: reactants, conditions, products, and yield Starting materials: C1CCOC1, Cn1cc2ccc(NC(=O)c3ccccc3NCc3ccnc(NC(=O)N4CCC(=O)CC4)c3)cc2n1, [Li]C. Yields the product Cn1cc2ccc(NC(=O)c3ccccc3NCc3ccnc(NC(=O)N4CCC(C)(O)CC4)c3)cc2n1. As a reaction SMILES: [CH2:40]1[O:41][CH2:42][CH2:43][CH2:44]1.[CH3:1][n:2]1[n:3][c:4]2[cH:5][c:6]([NH:11][C:12](=[O:13])[c:14]3[c:15]([NH:20][CH2:21][c:22]4[cH:23][c:24]([NH:28][C:29](=[O:30])[N:31]5[CH2:32][CH2:33][C:34](=[O:37])[CH2:35][CH2:36]5)[n:25][cH:26][cH:27]4)[cH:16][cH:17][cH:18][cH:19]3)[cH:7][cH:8][c:9]2[cH:10]1.[Li:38][CH3:39]>>[CH3:1][n:2]1[n:3][c:4]2[cH:5][c:6]([NH:11][C:12](=[O:13])[c:14]3[c:15]([NH:20][CH2:21][c:22]4[cH:23][c:24]([NH:28][C:29](=[O:30])[N:31]5[CH2:32][CH2:33][C:34]([OH:37])([CH3:39])[CH2:35][CH2:36]5)[n:25][cH:26][cH:27]4)[cH:16][cH:17][cH:18][cH:19]3)[cH:7][cH:8][c:9]2[cH:10]1. Reactants: [BH4-], O=Cc1ccccc1C(c1ccc(OCc2ccccc2)cc1)c1ccc(OCc2ccccc2)cc1, CCO, NC1CCCCCCC1, [Na+], O. Product: c1ccc(COc2ccc(C(c3ccc(OCc4ccccc4)cc3)c3ccccc3CNC3CCCCCCC3)cc2)cc1. Reaction SMILES: [BH4-:47].[CH2:10]([c:11]1[cH:12][cH:13][cH:14][cH:15][cH:16]1)[O:17][c:18]1[cH:19][cH:20][c:21]([CH:24]([c:25]2[c:26]([CH:27]=[O:28])[cH:29][cH:30][cH:31][cH:32]2)[c:33]2[cH:34][cH:35][c:36]([O:39][CH2:40][c:41]3[cH:42][cH:43][cH:44][cH:45][cH:46]3)[cH:37][cH:38]2)[cH:22][cH:23]1.[CH3:50][CH2:51][OH:52].[CH:1]1([NH2:9])[CH2:2][CH2:3][CH2:4][CH2:5][CH2:6][CH2:7][CH2:8]1.[Na+:48].[OH2:49]>>[CH:1]1([NH:9][CH2:27][c:26]2[c:25]([CH:24]([c:21]3[cH:20][cH:19][c:18]([O:17][CH2:10][c:11]4[cH:12][cH:13][cH:14][cH:15][cH:16]4)[cH:23][cH:22]3)[c:33]3[cH:34][cH:35][c:36]([O:39][CH2:40][c:41]4[cH:42][cH:43][cH:44][cH:45][cH:46]4)[cH:37][cH:38]3)[cH:32][cH:31][cH:30][cH:29]2)[CH2:2][CH2:3][CH2:4][CH2:5][CH2:6][CH2:7][CH2:8]1. Reactants: [Al+3], CCOC(C)=O, [Cl-], [Cl-], [Cl-], O=C(Cl)c1ccc(Cl)nc1, Fc1ccccc1, [Na+], [OH-]. Product: O=C(c1ccc(F)cc1)c1ccc(Cl)nc1. RXN SMILES: [Al+3:2].[CH3:15][CH2:16][O:17][C:18]([CH3:19])=[O:20].[Cl-:1].[Cl-:3].[Cl-:4].[Cl:5][c:6]1[n:7][cH:8][c:9]([C:10](=[O:11])[Cl:12])[cH:13][cH:14]1.[F:23][c:24]1[cH:25][cH:26][cH:27][cH:28][cH:29]1.[Na+:22].[OH-:21]>>[Cl:5][c:6]1[n:7][cH:8][c:9]([C:10](=[O:11])[c:27]2[cH:26][cH:25][c:24]([F:23])[cH:29][cH:28]2)[cH:13][cH:14]1.